Dataset: the Open Reaction Database (ORD), a public repository of structured organic reaction records. Task: describe an organic reaction: reactants, conditions, products, and yield Starting materials: Brc1cccc(N2CCNCC2)c1, Cc1ccccc1, [Na+], [Na+], O=C([O-])[O-], O, c1ccc(P(c2ccccc2)(c2ccccc2)[Pd](P(c2ccccc2)(c2ccccc2)c2ccccc2)(P(c2ccccc2)(c2ccccc2)c2ccccc2)P(c2ccccc2)(c2ccccc2)c2ccccc2)cc1, OB(O)c1ccoc1. Yields the product c1cc(-c2ccoc2)cc(N2CCNCC2)c1. Reaction SMILES: [Br:1][c:2]1[cH:3][c:4]([N:8]2[CH2:9][CH2:10][NH:11][CH2:12][CH2:13]2)[cH:5][cH:6][cH:7]1.[CH3:29][c:30]1[cH:31][cH:32][cH:33][cH:34][cH:35]1.[Na+:22].[Na+:23].[O-:24][C:25](=[O:26])[O-:27].[OH2:28].[cH:36]1[cH:37][cH:38][c:39]([P:40]([Pd:41]([P:42]([c:43]2[cH:44][cH:45][cH:46][cH:47][cH:48]2)([c:49]2[cH:50][cH:51][cH:52][cH:53][cH:54]2)[c:55]2[cH:56][cH:57][cH:58][cH:59][cH:60]2)([P:61]([c:62]2[cH:63][cH:64][cH:65][cH:66][cH:67]2)([c:68]2[cH:69][cH:70][cH:71][cH:72][cH:73]2)[c:74]2[cH:75][cH:76][cH:77][cH:78][cH:79]2)[P:80]([c:81]2[cH:82][cH:83][cH:84][cH:85][cH:86]2)([c:87]2[cH:88][cH:89][cH:90][cH:91][cH:92]2)[c:93]2[cH:94][cH:95][cH:96][cH:97][cH:98]2)([c:99]2[cH:100][cH:101][cH:102][cH:103][cH:104]2)[c:105]2[cH:106][cH:107][cH:108][cH:109][cH:110]2)[cH:111][cH:112]1.[o:14]1[cH:15][c:16]([B:19]([OH:20])[OH:21])[cH:17][cH:18]1>>[c:2]1(-[c:16]2[cH:15][o:14][cH:18][cH:17]2)[cH:3][c:4]([N:8]2[CH2:9][CH2:10][NH:11][CH2:12][CH2:13]2)[cH:5][cH:6][cH:7]1.